This data is from the Open Reaction Database (ORD), a public repository of structured organic reaction records. The task is: describe an organic reaction: reactants, conditions, products, and yield Reactants: C(C1=CC=CC=C1)C=1C=NC2=C(C=CC=C2C1C=1C=C(C=CC1)N)C(F)(F)F ({3-[3-benzyl-8-(trifluoromethyl)quinolin-4-yl]phenyl}amine), ClC1=NC2=CC=CC=C2C=C1C=O (2-chloroquinoline-3-carboxaldehyde). Product: C(C1=CC=CC=C1)C=1C=NC2=C(C=CC=C2C1C=1C=C(C=CC1)NCC=1C(=NC2=CC=CC=C2C1)Cl)C(F)(F)F ({3-[3-BENZYL-8-(TRIFLUOROMETHYL)QUINOLIN-4-YL]PHENYL}[(2-CHLOROQUINOLIN-3-YL)METHYL]AMINE). As a reaction SMILES: [CH2:1]([C:8]1[CH:9]=[N:10][C:11]2[C:16]([C:17]=1[C:18]1[CH:19]=[C:20]([NH2:24])[CH:21]=[CH:22][CH:23]=1)=[CH:15][CH:14]=[CH:13][C:12]=2[C:25]([F:28])([F:27])[F:26])[C:2]1[CH:7]=[CH:6][CH:5]=[CH:4][CH:3]=1.[Cl:29][C:30]1[C:39]([CH:40]=O)=[CH:38][C:37]2[C:32](=[CH:33][CH:34]=[CH:35][CH:36]=2)[N:31]=1>>[CH2:1]([C:8]1[CH:9]=[N:10][C:11]2[C:16]([C:17]=1[C:18]1[CH:19]=[C:20]([NH:24][CH2:40][C:39]3[C:30]([Cl:29])=[N:31][C:32]4[C:37]([CH:38]=3)=[CH:36][CH:35]=[CH:34][CH:33]=4)[CH:21]=[CH:22][CH:23]=1)=[CH:15][CH:14]=[CH:13][C:12]=2[C:25]([F:28])([F:26])[F:27])[C:2]1[CH:3]=[CH:4][CH:5]=[CH:6][CH:7]=1. Reported procedure: The title compound was prepared from {3-[3-benzyl-8-(trifluoromethyl)quinolin-4-yl]phenyl}amine and 2-chloroquinoline-3-carboxaldehyde to the procedure of step 1, Example 66. MS (ESI) m/z 554. Starting materials: CC1=NSC(=N1)N1CCC(CC1)=O (1-(3-methyl-[1,2,4]thiadiazol-5-yl)-piperidin-4-one), FC(C=1C=C(CN2N=C(N=C2)N)C=CC1)(F)F (1-(3-trifluoromethyl-benzyl)-1H-[1,2,4]triazol-3-ylamine). Product: CC1=NSC(=N1)N1CCC(CC1)NC1=NN(C=N1)CC1=CC(=CC=C1)C(F)(F)F ([1-(3-Methyl-[1,2,4]thiadiazol-5-yl)-piperidin-4-yl]-[1-(3-trifluoromethyl-benzyl)-1H-[1,2,4]triazol-3-yl]-amine). Reaction SMILES: [CH3:1][C:2]1[N:6]=[C:5]([N:7]2[CH2:12][CH2:11][C:10](=O)[CH2:9][CH2:8]2)[S:4][N:3]=1.[F:14][C:15]([F:30])([F:29])[C:16]1[CH:17]=[C:18]([CH:26]=[CH:27][CH:28]=1)[CH2:19][N:20]1[CH:24]=[N:23][C:22]([NH2:25])=[N:21]1>>[CH3:1][C:2]1[N:6]=[C:5]([N:7]2[CH2:12][CH2:11][CH:10]([NH:25][C:22]3[N:23]=[CH:24][N:20]([CH2:19][C:18]4[CH:26]=[CH:27][CH:28]=[C:16]([C:15]([F:30])([F:14])[F:29])[CH:17]=4)[N:21]=3)[CH2:9][CH2:8]2)[S:4][N:3]=1. Reported procedure: Prepared in analogy to example 1 step h) starting from 1-(3-methyl-[1,2,4]thiadiazol-5-yl)-piperidin-4-one (example 1c) and 1-(3-trifluoromethyl-benzyl)-1H-[1,2,4]triazol-3-ylamine. The title compound was obtained as a white solid. Starting materials: C(#N)C1=CC=C(C=C1)C(CCC1=CC=C(C=C1)F)O (1-(4-cyanophenyl)-3-(4-fluorophenyl)-1-propanol), S(=O)(Cl)Cl (Thionylchloride). The solvent is ClCCl (dichloromethane). Reaction conditions: time 2 hour. Yields the product ClC(CCC1=CC=C(C=C1)F)C1=CC=C(C=C1)C#N (1-chloro-1-(4-cyanophenyl)-3-(4-fluorophenyl)propane). As a reaction SMILES: [C:1]([C:3]1[CH:8]=[CH:7][C:6]([CH:9](O)[CH2:10][CH2:11][C:12]2[CH:17]=[CH:16][C:15]([F:18])=[CH:14][CH:13]=2)=[CH:5][CH:4]=1)#[N:2].S(Cl)([Cl:22])=O>ClCCl>[Cl:22][CH:9]([C:6]1[CH:7]=[CH:8][C:3]([C:1]#[N:2])=[CH:4][CH:5]=1)[CH2:10][CH2:11][C:12]1[CH:17]=[CH:16][C:15]([F:18])=[CH:14][CH:13]=1. Procedure: 1-(4-cyanophenyl)-3-(4-fluorophenyl)-1-propanol (3.43 g, 13 mmol) is dissolved in dichloromethane (20 ml). Thionylchloride (1.2 ml, 16 mmol) is added dropwise to the cooled solution and the mixture is stirred in room temperature for 2 hours. The mixture is washed with water, dried and the solvent is evaporated. The residue is used for the next step without further purification. The reactants are CN(C1=CC=C(C=C1)N)C (N,N-dimethyl-1,4-diamino-benzene), S(=S)(=O)([O-])[O-] (thiosulfate). Yields the product NC1=C(C=C(C=C1)N(C)C)SS(O)(=O)=O (thiosulfuric acid S-{2-(amino)-5-(dimethylamino)-phenyl}ester). Reaction SMILES: [CH3:1][N:2]([CH3:10])[C:3]1[CH:8]=[CH:7][C:6]([NH2:9])=[CH:5][CH:4]=1.[S:11]([O-:15])([O-:14])(=[O:13])=[S:12]>>[NH2:9][C:6]1[CH:7]=[CH:8][C:3]([N:2]([CH3:10])[CH3:1])=[CH:4][C:5]=1[S:12][S:11](=[O:14])(=[O:13])[OH:15]. Reported procedure: In one embodiment, an N,N-dimethyl-1,4-diamino-benzene, 3′, is oxidized in the presence of a thiosulfate to give a thiosulfuric acid S-{2-(amino)-5-(dimethylamino)-phenyl}ester, 4′, as illustrated in the following scheme: